From a dataset of the Open Reaction Database (ORD), a public repository of structured organic reaction records. describe an organic reaction: reactants, conditions, products, and yield The reactants are BrCCOC=1C=C(C=O)C=CC1 (3-(2-bromoethoxy)benzaldehyde), C(=O)([O-])[O-].[K+].[K+] (K2CO3), N1CCSCC1 (thiomorpholine), C(=O)([O-])[O-].[K+].[K+] (K2CO3), N1CCSCC1 (thiomorpholine). The solvent is CN(C)C=O (DMF). Product: N1(CCSCC1)CCOC=1C=C(C=O)C=CC1 (3-[2-(4-thiomorpholinyl)ethoxy]benzaldehyde). As a reaction SMILES: Br[CH2:2][CH2:3][O:4][C:5]1[CH:6]=[C:7]([CH:10]=[CH:11][CH:12]=1)[CH:8]=[O:9].C([O-])([O-])=O.[K+].[K+].[NH:19]1[CH2:24][CH2:23][S:22][CH2:21][CH2:20]1>CN(C=O)C>[N:19]1([CH2:2][CH2:3][O:4][C:5]2[CH:6]=[C:7]([CH:10]=[CH:11][CH:12]=2)[CH:8]=[O:9])[CH2:24][CH2:23][S:22][CH2:21][CH2:20]1 |f:1.2.3|. Reported procedure: A mixture of 3-(2-bromoethoxy)benzaldehyde (3.91 g, 17.07 mmol), K2CO3 (3.1 g), thiomorpholine (1.9 ml) and DMF (30 ml) was warmed on a steambath overnight. Additional K2CO3 (0.7 g) and thiomorpholine (1.0 ml) were added and the reaction mixture was warmed on a steam bath overnight. The reaction mixture was cooled to room temperature, filtered and the filtrate was stripped to afford an amber oil. The oil was combined with the product from a similar experimental run and purified by column chromat... Procedure details: 3.2 ml of 32% hydrochloric acid (Merck, Darmstadt, Germany; p.a.) are added, with stirring, to a mixture of 3.28 g (0.016 mol) of 4-(N-hydroxyamidino)-2,3-dihydro-1H-inden-1-one oxime, 2.6 g (0.016 mol) of 1,2-diamino-4-ethyl-imidazole hydrochloride and 150 ml of isopropanol, and the reaction mixture is stirred at 80° C. for 90 hours. The reaction mixture is filtered while hot and the filtration product is washed with isopropanol and dried. In that manner there is obtained the title compound, m.... The reactants are ONC(=N)C1=C2CCC(C2=CC=C1)=NO (4-(N-hydroxyamidino)-2,3-dihydro-1H-inden-1-one oxime), Cl.NN1C(=NC(=C1)CC)N (1,2-diamino-4-ethyl-imidazole hydrochloride), Cl (hydrochloric acid). Run in C(C)(C)O (isopropanol). Reaction conditions: temperature 80 celsius, time 90 hour. Product: Cl.Cl.ONC(=N)C1=C2CCC(C2=CC=C1)=NN1C(=NC(=C1)CC)N (1-[4-(N-Hydroxyamidino)-2,3-dihydro-1H-inden-1-ylideneamino]-2-amino-4-ethyl-imidazole dihydrochloride). As a reaction SMILES: [ClH:1].[OH:2][NH:3][C:4]([C:6]1[CH:14]=[CH:13][CH:12]=[C:11]2[C:7]=1[CH2:8][CH2:9][C:10]2=[N:15]O)=[NH:5].Cl.N[N:19]1[CH:23]=[C:22]([CH2:24][CH3:25])[N:21]=[C:20]1[NH2:26]>C(O)(C)C>[ClH:1].[ClH:1].[OH:2][NH:3][C:4]([C:6]1[CH:14]=[CH:13][CH:12]=[C:11]2[C:7]=1[CH2:8][CH2:9][C:10]2=[N:15][N:19]1[CH:23]=[C:22]([CH2:24][CH3:25])[N:21]=[C:20]1[NH2:26])=[NH:5] |f:2.3,5.6.7|.